Dataset: the Open Reaction Database (ORD), a public repository of structured organic reaction records. Task: describe an organic reaction: reactants, conditions, products, and yield Solvent: CCOCC (ether), CCOCC (ether). RXN SMILES: [Cl:1][C:2]1[CH:3]=[C:4]([C:9]2([C:13]#[N:14])[CH2:12][CH2:11][CH2:10]2)[CH:5]=[CH:6][C:7]=1[Cl:8].[H-].[Al+3].[Li+].[H-].[H-].[H-].O.[OH-].[Na+]>CCOCC>[ClH:1].[Cl:1][C:2]1[CH:3]=[C:4]([C:9]2([CH2:13][NH2:14])[CH2:12][CH2:11][CH2:10]2)[CH:5]=[CH:6][C:7]=1[Cl:8] |f:1.2.3.4.5.6,8.9,11.12|. Procedure: A solution of 1-(3,4-dichlorophenyl)-1-cyclobutanecarbonitrile (28.5 g) in dry ether (200 ml) was added dropwise in a nitrogen atmosphere to a stirred mixture of lithium aluminium hydride (6.5 g) and dry ether (200 ml). The mixture was stirred at room temperature for two hours then it was cooled to 10° C. Water (12 ml) and then 15% aqueous sodium hydroxide solution (12 ml) and then water (36 ml) were added. The mixture was filtered through diatomaceous earth (trade name CELITE). The filter was w... Reactants: ClC=1C=C(C=CC1Cl)C1(CCC1)C#N (1-(3,4-dichlorophenyl)-1-cyclobutanecarbonitrile), [H-].[Al+3].[Li+].[H-].[H-].[H-] (lithium aluminium hydride), O (Water), [OH-].[Na+] (sodium hydroxide), O (water). Conditions: time 2 hour. Product: Cl.ClC=1C=C(C=CC1Cl)C1(CCC1)CN ([1-(3,4-dichlorophenyl)cyclobutyl]methylamine hydrochloride). The reactants are CC(C)(C)OC(=O)c1cc(O)c2c(c1)OC(CO)C2, COC(=O)c1cc(Oc2ccc(S(C)(=O)=O)cc2)cc2c1CC(C)O2, O=C(c1ccc(F)cc1F)N1CCC1. Product: CC(C)(C)OC(=O)c1cc(Oc2ccc(C(=O)N3CCC3)c(F)c2)c2c(c1)OC(CO)C2. RXN SMILES: [C:26]([CH3:27])([CH3:28])([CH3:29])[O:30][C:31](=[O:32])[c:33]1[cH:34][c:35]2[c:36]([c:42]([OH:44])[cH:43]1)[CH2:37][CH:38]([CH2:40][OH:41])[O:39]2.[CH3:1][O:2][C:3]([c:4]1[cH:5][c:6]([O:7][c:8]2[cH:9][cH:10][c:11]([S:12]([CH3:13])(=[O:14])=[O:15])[cH:16][cH:17]2)[cH:18][c:19]2[c:24]1[CH2:23][CH:21]([CH3:22])[O:20]2)=[O:25].[N:45]1([C:49](=[O:50])[c:51]2[c:52]([F:58])[cH:53][c:54]([F:57])[cH:55][cH:56]2)[CH2:46][CH2:47][CH2:48]1>>[C:26]([CH3:27])([CH3:28])([CH3:29])[O:30][C:31](=[O:32])[c:33]1[cH:34][c:35]2[c:36]([c:42]([O:44][c:54]3[cH:53][c:52]([F:58])[c:51]([C:49]([N:45]4[CH2:46][CH2:47][CH2:48]4)=[O:50])[cH:56][cH:55]3)[cH:43]1)[CH2:37][CH:38]([CH2:40][OH:41])[O:39]2. Starting materials: Cc1cc(C#N)ccc1Br, [Li]CCCC, CN(C)C=O, [Cl-], [Na+], C1CCOC1. As a reaction SMILES: [Br:1][c:2]1[c:3]([CH3:10])[cH:4][c:5]([C:6]#[N:7])[cH:8][cH:9]1.[CH2:11]([Li:12])[CH2:13][CH2:14][CH3:15].[CH3:16][N:17]([CH:18]=[O:19])[CH3:20].[Cl-:22].[Na+:21].[O:23]1[CH2:24][CH2:25][CH2:26][CH2:27]1>>[c:2]1([CH:18]=[O:19])[c:3]([CH3:10])[cH:4][c:5]([C:6]#[N:7])[cH:8][cH:9]1. Yields the product Cc1cc(C#N)ccc1C=O. The reactants are CC1=NC(=NO1)C1=C(N=C(S1)N)C1=CC=CC=C1 (5-(5-methyl-[1,2,4]oxadiazol-3-yl)-4-phenyl-thiazol-2-ylamine), CC(CC(=O)Cl)(C)C (3,3-dimethyl-butyryl chloride). The product is CC(CC(=O)NC=1SC(=C(N1)C1=CC=CC=C1)C1=NOC(=N1)C)(C)C (3,3-Dimethyl-N-[5-(5-methyl-[1,2,4]oxadiazol-3-yl)-4-phenyl-thiazol-2-yl]-butyramide). As a reaction SMILES: [CH3:1][C:2]1[O:6][N:5]=[C:4]([C:7]2[S:11][C:10]([NH2:12])=[N:9][C:8]=2[C:13]2[CH:18]=[CH:17][CH:16]=[CH:15][CH:14]=2)[N:3]=1.[CH3:19][C:20]([CH3:26])([CH3:25])[CH2:21][C:22](Cl)=[O:23]>>[CH3:19][C:20]([CH3:26])([CH3:25])[CH2:21][C:22]([NH:12][C:10]1[S:11][C:7]([C:4]2[N:3]=[C:2]([CH3:1])[O:6][N:5]=2)=[C:8]([C:13]2[CH:14]=[CH:15][CH:16]=[CH:17][CH:18]=2)[N:9]=1)=[O:23]. Procedure details: Prepared from 5-(5-methyl-[1,2,4]oxadiazol-3-yl)-4-phenyl-thiazol-2-ylamine and 3,3-dimethyl-butyryl chloride. Starting materials: C(#C)C=1C=NN2C1N=C(C=C2C(F)(F)F)C2=CC=C(C=C2)C(F)(F)F (3-ethynyl-7-trifluoromethyl-5-(4-trifluoromethyl-phenyl)-pyrazolo[1,5-a]pyrimidine), BrC1=CC=C(C=C1)S(=O)(=O)NCCN(C)C (4-Bromo-N-(2-dimethylamino-ethyl)-benzenesulfonamide). Yields the product CN(CCNS(=O)(=O)C1=CC=C(C=C1)C#CC=1C=NN2C1N=C(C=C2C(F)(F)F)C2=CC=C(C=C2)C(F)(F)F)C (N-(2-Dimethylamino-ethyl)-4-[7-trifluoromethyl-5-(4-trifluoromethyl-phenyl)-pyrazolo[1,5-a]pyrimidin-3-ylethynyl]-benzenesulfonamide), solid. Yield: 58.0%. Reaction SMILES: [C:1]([C:3]1[CH:4]=[N:5][N:6]2[C:11]([C:12]([F:15])([F:14])[F:13])=[CH:10][C:9]([C:16]3[CH:21]=[CH:20][C:19]([C:22]([F:25])([F:24])[F:23])=[CH:18][CH:17]=3)=[N:8][C:7]=12)#[CH:2].Br[C:27]1[CH:32]=[CH:31][C:30]([S:33]([NH:36][CH2:37][CH2:38][N:39]([CH3:41])[CH3:40])(=[O:35])=[O:34])=[CH:29][CH:28]=1>>[CH3:40][N:39]([CH3:41])[CH2:38][CH2:37][NH:36][S:33]([C:30]1[CH:31]=[CH:32][C:27]([C:2]#[C:1][C:3]2[CH:4]=[N:5][N:6]3[C:11]([C:12]([F:14])([F:13])[F:15])=[CH:10][C:9]([C:16]4[CH:21]=[CH:20][C:19]([C:22]([F:25])([F:24])[F:23])=[CH:18][CH:17]=4)=[N:8][C:7]=23)=[CH:28][CH:29]=1)(=[O:34])=[O:35]. Procedure details: The title compound was prepared from 3-ethynyl-7-trifluoromethyl-5-(4-trifluoromethyl-phenyl)-pyrazolo[1,5-a]pyrimidine (example C.1) (355 mg, 1.0 mmol) and 4-bromo-N-(2-dimethylamino-ethyl)-benzenesulfonamide (example B.30) (276 mg, 1.0 mmol) according to general procedure II. Obtained as a yellow solid (340 mg, 58%). MS (ISP) 582.2 [(M+H)+]; mp 193-194° C. The solvent is [OH-].[Na+] (NaOH). Procedure: Compound 1a (10 g) was added to 100 ml of NaOH solution and the base was subsequently extracted with dichloromethane (2×50 ml). The organic phase was dried (anh. MgSO4) and the solvent evaporated. The remaining oil was dissolved in 100 ml of acetic acid and PtO2 (300 mg) was added. The mixture was hydrogenated in a Parr apparatus for 5 hrs at 3 atm. The catalyst was then filtered off, and the acetic acid was evaporated. Dil. NaOH solution (200 ml) and ethyl acetate (200 ml) were added to the rem... Product: Cl.ClC1=CC=C2C(=CN(C2=C1)C1=CC=C(C=C1)F)C1CCNCC1 (6-chloro-1-(4-fluorophenyl)-3-(4-piperidyl)-1H-indole, hydrochloride). The reactants are Cl.ClC1=CC=C2C(=CN(C2=C1)C1=CC=C(C=C1)F)C=1CCNCC1 (6-chloro-1-(4-fluorophenyl)-3-(1,2,3,6-tetrahydropyridin-4-yl)-1H-indole, hydrochloride). Conditions: time 5 hour. Reaction SMILES: Cl.[Cl:2][C:3]1[CH:11]=[C:10]2[C:6]([C:7]([C:19]3[CH2:20][CH2:21][NH:22][CH2:23][CH:24]=3)=[CH:8][N:9]2[C:12]2[CH:17]=[CH:16][C:15]([F:18])=[CH:14][CH:13]=2)=[CH:5][CH:4]=1>[OH-].[Na+]>[ClH:2].[Cl:2][C:3]1[CH:11]=[C:10]2[C:6]([C:7]([CH:19]3[CH2:20][CH2:21][NH:22][CH2:23][CH2:24]3)=[CH:8][N:9]2[C:12]2[CH:13]=[CH:14][C:15]([F:18])=[CH:16][CH:17]=2)=[CH:5][CH:4]=1 |f:0.1,2.3,4.5|.